Dataset: the Open Reaction Database (ORD), a public repository of structured organic reaction records. Task: describe an organic reaction: reactants, conditions, products, and yield Procedure: The title compound (cis/trans=15/85) was prepared as a flesh-colored powder in 12.2% yield in a similar procedure to that described in Example 1 by using 1-(2-butenyl)-7-chloro-2,3-dimethylpyrrolo[2,3-d]pyridazine (cis/trans=20/80) and furfuryl alcohol. The product is C(C=CC)N1C(=C(C=2C1=C(N=NC2)OCC2=CC=CO2)C)C (1-(2-Butenyl)-7-furfuryloxy-2,3-dimethylpyrrolo[2,3-d]pyridazine). Starting materials: C(C=CC)N1C(=C(C=2C1=C(N=NC2)Cl)C)C (1-(2-butenyl)-7-chloro-2,3-dimethylpyrrolo[2,3-d]pyridazine), C(C1=CC=CO1)O (furfuryl alcohol). Yield: 12.2%. Reaction SMILES: [CH2:1]([N:5]1[C:9]2=[C:10](Cl)[N:11]=[N:12][CH:13]=[C:8]2[C:7]([CH3:15])=[C:6]1[CH3:16])[CH:2]=[CH:3][CH3:4].[CH2:17]([OH:23])[C:18]1[O:22][CH:21]=[CH:20][CH:19]=1>>[CH2:1]([N:5]1[C:9]2=[C:10]([O:23][CH2:17][C:18]3[O:22][CH:21]=[CH:20][CH:19]=3)[N:11]=[N:12][CH:13]=[C:8]2[C:7]([CH3:15])=[C:6]1[CH3:16])[CH:2]=[CH:3][CH3:4]. Reactants: CCCN1CCNCC1, C=O, CC#N, Oc1cccc2c1OCO2. Yields the product CCCN1CCN(Cc2ccc3c(c2O)OCO3)CC1. Reaction SMILES: [CH2:13]([CH2:14][CH3:15])[N:16]1[CH2:17][CH2:18][NH:19][CH2:20][CH2:21]1.[CH2:1]=[O:2].[CH3:22][C:23]#[N:24].[OH:3][c:4]1[cH:5][cH:6][cH:7][c:8]2[c:12]1[O:11][CH2:10][O:9]2>>[CH2:1]([c:5]1[c:4]([OH:3])[c:12]2[c:8]([cH:7][cH:6]1)[O:9][CH2:10][O:11]2)[N:19]1[CH2:18][CH2:17][N:16]([CH2:13][CH2:14][CH3:15])[CH2:21][CH2:20]1. The reactants are [Li+].CC(C)[N-]C(C)C (LDA), CC1=CC(=NC=C1)C1=CC=C(C=C1)C(F)(F)F (4-methyl-2-[4-(trifluoromethyl)phenyl]pyridine), C(OC)(OC)=O (dimethyl carbonate). The yield is 70.8%. Procedure: A solution of LDA (2M in THF/heptane/ethyl benzene, 44 ml, 88 mmol) was added dropwise to a stirred solution of 4-methyl-2-[4-(trifluoromethyl)phenyl]pyridine (10.5 g, 44 mmol) in dry THF (300 ml) under N2, such that the internal temperature remained <−70° C. After 1 hour at this temperature, dimethyl carbonate (8.9 ml, 106 mmol) was added. After 30 minutes the cooling bath was removed. When the internal temperature had reached −20° C. the reaction was transferred to a cold bath at −10° C., and ... The product is FC(C1=CC=C(C=C1)C1=NC=CC(=C1)CC(=O)OC)(F)F (Methyl {2-[4-(trifluoromethyl)phenyl]pyridin-4-yl}acetate). The solvent is C1CCOC1 (THF). Reaction SMILES: [Li+].CC([N-]C(C)C)C.[CH3:9][C:10]1[CH:15]=[CH:14][N:13]=[C:12]([C:16]2[CH:21]=[CH:20][C:19]([C:22]([F:25])([F:24])[F:23])=[CH:18][CH:17]=2)[CH:11]=1.[C:26](=O)([O:29]C)[O:27][CH3:28]>C1COCC1>[F:24][C:22]([F:25])([F:23])[C:19]1[CH:18]=[CH:17][C:16]([C:12]2[CH:11]=[C:10]([CH2:9][C:26]([O:27][CH3:28])=[O:29])[CH:15]=[CH:14][N:13]=2)=[CH:21][CH:20]=1 |f:0.1|. Reaction conditions: temperature 0 celsius. Reactants: FC(C1CCC(N1)=O)F (5-difluoromethyl-2-pyrrolidone), FCC1CCC(N1)=O (5-fluoromethyl-2-pyrrolidone). The product is NC(CCC(=O)O)C(F)F (4-amino-4-difluoromethylbutyric acid). As a reaction SMILES: [F:1][CH:2]([F:9])[CH:3]1[NH:7][C:6](=[O:8])[CH2:5][CH2:4]1.FCC1NC(=[O:17])CC1>>[NH2:7][CH:3]([CH:2]([F:9])[F:1])[CH2:4][CH2:5][C:6]([OH:17])=[O:8]. Procedure: When in the procedure of Example 5 500 mg of 5-difluoromethyl-2-pyrrolidone is substituted for 5-fluoromethyl-2-pyrrolidone, 4-amino-4-difluoromethylbutyric acid is obtained. The reactants are ClC1=NC(=CN=C1)Cl (2,6-dichloropyrazine), O (water), C(C1=CC=CC=C1)O (benzylalcohol), [H-].[Na+] (sodium hydride). Solvent: C1=CC=CC=C1 (benzene), C1=CC=CC=C1 (benzene). Run at time 10 minute. Yields the product C(C1=CC=CC=C1)OC1=NC(=CN=C1)Cl (2-benzyloxy-6-chloropyrazine). Isolated yield 86.4%. As a reaction SMILES: [CH2:1]([OH:8])[C:2]1[CH:7]=[CH:6][CH:5]=[CH:4][CH:3]=1.[H-].[Na+].[Cl:11][C:12]1[CH:17]=[N:16][CH:15]=[C:14](Cl)[N:13]=1.O>C1C=CC=CC=1>[CH2:1]([O:8][C:14]1[CH:15]=[N:16][CH:17]=[C:12]([Cl:11])[N:13]=1)[C:2]1[CH:7]=[CH:6][CH:5]=[CH:4][CH:3]=1 |f:1.2|. Procedure: 7.6 g of benzylalcohol was dissolved in 65 ml of benzene, and 2.8 g of 60% sodium hydride was added little by little to the solution under stirring not so as to foam too much at room temperature. After the addition, stirring was continued for 10 min. at room temperature, followed by reflux for 1 hour. Subsequently, the solution was cooled to 50° to 60° C., and added dropwise with a solution of 10 g of 2,6-dichloropyrazine in 65 ml of benzene for 10 min. Then, after reflux for 4 hours, the reacti... Starting materials: O1C2=C(C=C1)C=CC=C2 (benzo[b]furan), [Li]C(C)(C)C (t-BuLi), ICC (iodoethane). Solvent: C1CCOC1 (THF). Yields the product C(C)C1=CC2=C(O1)C=CC=C2 (2-Ethylbenzo[b]furan), yellow liquid. Yield: 95.0%. RXN SMILES: [O:1]1[CH:5]=[CH:4][C:3]2[CH:6]=[CH:7][CH:8]=[CH:9][C:2]1=2.[Li][C:11](C)(C)[CH3:12].ICC>C1COCC1>[CH2:11]([C:5]1[O:1][C:2]2[CH:9]=[CH:8][CH:7]=[CH:6][C:3]=2[CH:4]=1)[CH3:12]. Procedure: 2-Ethylbenzo[b]furan was prepared by the method of example 40A with benzo[b]furan (7.3 mmols), 0.86 g) t-BuLi (1.7 m, 9.4 mmols) iodoethane (4 mmols, 0.9 mls) and THF (15 ml). 1.0 g (95%) of a yellow liquid was isolated. The reactants are CC1=C(OC2CN(C2)C(=O)OC(C)(C)C)C=CC(=C1)CN1CCN(CC1)C (tert-Butyl 3-(2-methyl-4-((4-methylpiperazin-1-yl)methyl)phenoxy)azetidine-1-carboxylate), C(=O)(C(F)(F)F)O (TFA). Run in C(Cl)Cl (DCM). Conditions: temperature 0 celsius, time 3 hour. The product is N1CC(C1)OC1=C(C=C(CN2CCN(CC2)C)C=C1)C (1-(4-(Azetidin-3-yloxy)-3-methylbenzyl)-4-methylpiperazine). Yield: 90.0%. RXN SMILES: [CH3:1][C:2]1[CH:19]=[C:18]([CH2:20][N:21]2[CH2:26][CH2:25][N:24]([CH3:27])[CH2:23][CH2:22]2)[CH:17]=[CH:16][C:3]=1[O:4][CH:5]1[CH2:8][N:7](C(OC(C)(C)C)=O)[CH2:6]1.C(O)(C(F)(F)F)=O>C(Cl)Cl>[NH:7]1[CH2:6][CH:5]([O:4][C:3]2[CH:16]=[CH:17][C:18]([CH2:20][N:21]3[CH2:22][CH2:23][N:24]([CH3:27])[CH2:25][CH2:26]3)=[CH:19][C:2]=2[CH3:1])[CH2:8]1. Procedure details: A solution of 9B (2.18 g, 5.81 mmol) in DCM (40 mL) was treated with TFA (10 g, 88 mmol) and stirred at 0° C. for 3 h. The reaction mixture was concentrated and the residue was dissolved in aqueous NaHCO3 (sat.) and extracted several times with DCM. The organic solutions were filtered through a phase separator. The solvent was removed by evaporation and the residue was purified by column chromatography on SiO2 using 10% triethylamine and 10% MeOH in EtOAc as eluent. There was obtained 1.44 g (90... The reactants are O1CCN(CC1)C1=CC=CC(=N1)C1=CN(C2=CC=C(C=C12)B1OC(C(O1)(C)C)(C)C)C(=O)OC(C)(C)C (tert-butyl 3-(6-morpholinopyridin-2-yl)-5-(4,4,5,5-tetramethyl-1,3,2-dioxaborolan-2-yl)-1H-indole-1-carboxylate), BrC=1SC(=NN1)SC (2-bromo-5-(methylthio)-1,3,4-thiadiazole), C([O-])([O-])=O.[K+].[K+] (potassium carbonate). Reagents/catalysts: C=1C=CC(=CC1)[P](C=2C=CC=CC2)(C=3C=CC=CC3)[Pd]([P](C=4C=CC=CC4)(C=5C=CC=CC5)C=6C=CC=CC6)([P](C=7C=CC=CC7)(C=8C=CC=CC8)C=9C=CC=CC9)[P](C=1C=CC=CC1)(C=1C=CC=CC1)C=1C=CC=CC1 (Pd(PPh3)4). Solvent: C(Cl)Cl (DCM), O1CCOCC1.O (p-dioxane H2O). Reaction conditions: temperature 100 celsius. Yields the product CSC1=NN=C(S1)C=1C=C2C(=CN(C2=CC1)C(=O)OC(C)(C)C)C1=NC(=CC=C1)N1CCOCC1 (tert-butyl 5-(5-(methylthio)-1,3,4-thiadiazol-2-yl)-3-(6-morpholinopyridin-2-yl)-1H-indole-1-carboxylate). Isolated yield 47.1%. As a reaction SMILES: [O:1]1[CH2:6][CH2:5][N:4]([C:7]2[N:12]=[C:11]([C:13]3[C:21]4[C:16](=[CH:17][CH:18]=[C:19](B5OC(C)(C)C(C)(C)O5)[CH:20]=4)[N:15]([C:31]([O:33][C:34]([CH3:37])([CH3:36])[CH3:35])=[O:32])[CH:14]=3)[CH:10]=[CH:9][CH:8]=2)[CH2:3][CH2:2]1.Br[C:39]1[S:40][C:41]([S:44][CH3:45])=[N:42][N:43]=1.C(=O)([O-])[O-].[K+].[K+]>O1CCOCC1.O.C(Cl)Cl.C1C=CC([P]([Pd]([P](C2C=CC=CC=2)(C2C=CC=CC=2)C2C=CC=CC=2)([P](C2C=CC=CC=2)(C2C=CC=CC=2)C2C=CC=CC=2)[P](C2C=CC=CC=2)(C2C=CC=CC=2)C2C=CC=CC=2)(C2C=CC=CC=2)C2C=CC=CC=2)=CC=1>[CH3:45][S:44][C:41]1[S:40][C:39]([C:19]2[CH:20]=[C:21]3[C:16](=[CH:17][CH:18]=2)[N:15]([C:31]([O:33][C:34]([CH3:37])([CH3:36])[CH3:35])=[O:32])[CH:14]=[C:13]3[C:11]2[CH:10]=[CH:9][CH:8]=[C:7]([N:4]3[CH2:3][CH2:2][O:1][CH2:6][CH2:5]3)[N:12]=2)=[N:43][N:42]=1 |f:2.3.4,5.6,^1:65,67,86,105|. Procedure details: A glass microwave reaction vessel was charged with tert-butyl 3-(6-morpholinopyridin-2-yl)-5-(4,4,5,5-tetramethyl-1,3,2-dioxaborolan-2-yl)-1H-indole-1-carboxylate (1.20 g, 2.374 mmol) and 2-bromo-5-(methylthio)-1,3,4-thiadiazole (1.002 g, 4.75 mmol) in p-dioxane/H2O (4:1, 15 mL) followed by potassium carbonate (0.984 g, 7.12 mmol, Aldrich) and Pd(PPh3)4 (0.137 g, 0.119 mmol, Strem). The reaction was stirred and heated in an Initiator microwave reactor (Personal Chemistry, Biotage AB, Inc., Uppsa... The reactants are BrC=1C=CC=C2CC(COC12)[N+](=O)[O-] (8-Bromo-3-nitrochroman). Reagents/catalysts: [Zn] (zinc). Run in C(C)(=O)O (acetic acid). Run at temperature 100 celsius. Yields the product BrC=1C=CC=C2CC(COC12)N (8-bromo-3-aminochroman). The yield is 60.5%. Reaction SMILES: [Br:1][C:2]1[CH:3]=[CH:4][CH:5]=[C:6]2[C:11]=1[O:10][CH2:9][CH:8]([N+:12]([O-])=O)[CH2:7]2>C(O)(=O)C.[Zn]>[Br:1][C:2]1[CH:3]=[CH:4][CH:5]=[C:6]2[C:11]=1[O:10][CH2:9][CH:8]([NH2:12])[CH2:7]2. Reported procedure: 8-Bromo-3-nitrochroman (400 mg; 1.55 mmol) was dissolved in glacial acetic acid (30 ml) and zinc dust (2 g) was added. The mixture was heated to 100° C. for 15 minutes. The zinc dust was filtered off and washed with dichloromethane. The solvent was evaporated and the remaining oil extracted with diluted hydrochloric acid/dichloromethane. The phases were separated and the pH of the water layer was adjusted to 11 with 2N NaOH. The water layer was extracted with dichloro-methane. The phases were se... RXN SMILES: [Cl:1][C:2]1[CH:9]=[CH:8][C:5]([CH2:6]Br)=[CH:4][CH:3]=1.[NH:10]1[C:18]2[CH:17]=[CH:16][CH:15]=[C:14]([CH:19]=[O:20])[C:13]=2[CH:12]=[CH:11]1>>[Cl:1][C:2]1[CH:9]=[CH:8][C:5]([CH2:6][N:10]2[C:18]3[CH:17]=[CH:16][CH:15]=[C:14]([CH:19]=[O:20])[C:13]=3[CH:12]=[CH:11]2)=[CH:4][CH:3]=1. Procedure details: The same procedures used in Example 1 were repeated except for using 2.97 g of 4-chlorobenzyl bromide and 2.00 g of indole-4-carbaldehyde as a starting material to give 3.70 g of 1-(4-chlorobenzyl)indole-4-carbaldehyde as yellow crystals. The yield thereof was found to be 100%. Product: ClC1=CC=C(CN2C=CC=3C(=CC=CC23)C=O)C=C1 (1-(4-chlorobenzyl)indole-4-carbaldehyde). Starting materials: ClC1=CC=C(CBr)C=C1 (4-chlorobenzyl bromide), N1C=CC=2C(=CC=CC12)C=O (indole-4-carbaldehyde). Isolated yield 99.6%.